This data is from the Open Reaction Database (ORD), a public repository of structured organic reaction records. The task is: describe an organic reaction: reactants, conditions, products, and yield Starting materials: CN(C)C=O (DMF), [Li+].CC(C)[N-]C(C)C (LDA), BrC1=CC(=C(C=C1)OC)F (4-bromo-2-fluoro-1-methoxybenzene), O (water). Solvent: C1CCOC1 (THF), C1CCOC1 (THF), C1CCOC1 (THF). Reaction conditions: temperature -78 celsius, time 2 hour. The product is BrC1=CC=C(C(=C1C=O)F)OC (6-bromo-2-fluoro-3-methoxybenzaldehyde). RXN SMILES: [Li+].CC([N-]C(C)C)C.[Br:9][C:10]1[CH:15]=[CH:14][C:13]([O:16][CH3:17])=[C:12]([F:18])[CH:11]=1.CN([CH:22]=[O:23])C.O>C1COCC1>[Br:9][C:10]1[C:11]([CH:22]=[O:23])=[C:12]([F:18])[C:13]([O:16][CH3:17])=[CH:14][CH:15]=1 |f:0.1|. Procedure: To a stirred solution of LDA (62 mmol) in THF (100 mL) was added 4-bromo-2-fluoro-1-methoxybenzene (12 g, 59 mmol) in THF (20 mL) slowly at −78° C. The reaction mixture was left to stir at −78° C. for 2 h, treated with DMF (15 g, 210 mmol) in THF (20 mL) slowly, left to stir at −78° C. for 1 h, and allowed to warm to room temperature as the bath did. The reaction mixture was treated with water and extracted with EtOAc (×3). The combined organics were washed with brine, dried (Na2SO4), concentrat... The reactants are BrC=1C=C(C=2NC=3C=C(C=CC3C2N1)NC(COCCCl)=O)C(=O)N (2-bromo-7-(2-(2-chloroethoxy)acetamido)-5H-pyrido[3,2-b]indole-4-carboxamide), C([O-])([O-])=O.[K+].[K+] (potassium carbonate). Run in C(C)#N (acetonitrile). Conditions: temperature 100 celsius, time 3 hour. The product is BrC=1C=C(C=2NC=3C=C(C=CC3C2N1)N1C(COCC1)=O)C(=O)N (2-bromo-7-(3-oxomorpholino)-5H-pyrido[3,2-b]indole-4-carboxamide). Isolated yield 77.7%. As a reaction SMILES: [Br:1][C:2]1[CH:3]=[C:4]([C:23]([NH2:25])=[O:24])[C:5]2[NH:6][C:7]3[CH:8]=[C:9]([NH:15][C:16](=[O:22])[CH2:17][O:18][CH2:19][CH2:20]Cl)[CH:10]=[CH:11][C:12]=3[C:13]=2[N:14]=1.C(=O)([O-])[O-].[K+].[K+]>C(#N)C>[Br:1][C:2]1[CH:3]=[C:4]([C:23]([NH2:25])=[O:24])[C:5]2[NH:6][C:7]3[CH:8]=[C:9]([N:15]4[CH2:20][CH2:19][O:18][CH2:17][C:16]4=[O:22])[CH:10]=[CH:11][C:12]=3[C:13]=2[N:14]=1 |f:1.2.3|. Procedure: A mixture of 2-bromo-7-(2-(2-chloroethoxy)acetamido)-5H-pyrido[3,2-b]indole-4-carboxamide (40 mg, 0.094 mmol) and potassium carbonate (27 mg, 0.20 mmol) in acetonitrile (2.5 mL) was stirred at 100° C. for 3 hr. The solvent was removed and preparative HPLC (100×30 mm Luna C18 column, Solvent A=10% Methanol, 90% H2O, 0.1% TFA; Solvent B=90% Methanol, 10% H2O, 0.1% TFA, 10-60% B at 42 mL/min over 20 min) followed by SCX capture and release with 2 N NH3 in MeOH left 2-bromo-7-(3-oxomorpholino)-5H-py... The product is C=Cc1ccc(Nc2ccc(C)cc2CC(=O)N(C)C)c(F)c1C(F)(F)F. Starting materials: Cc1ccc(Nc2ccc(Br)c(C(F)(F)F)c2F)c(CC(=O)N(C)C)c1, CCOC(C)=O, C=C[Sn](CCCC)(CCCC)CCCC, [Cl-], [Na+], CN(C)C=O, c1ccc(P(c2ccccc2)(c2ccccc2)[Pd](P(c2ccccc2)(c2ccccc2)c2ccccc2)(P(c2ccccc2)(c2ccccc2)c2ccccc2)P(c2ccccc2)(c2ccccc2)c2ccccc2)cc1. Reaction SMILES: [CH3:1][N:2]([C:3]([CH2:4][c:5]1[c:6]([NH:12][c:13]2[c:14]([F:24])[c:15]([C:20]([F:21])([F:22])[F:23])[c:16]([Br:19])[cH:17][cH:18]2)[cH:7][cH:8][c:9]([CH3:11])[cH:10]1)=[O:25])[CH3:26].[CH3:42][CH2:43][O:44][C:45]([CH3:46])=[O:47].[CH:27](=[CH2:28])[Sn:29]([CH2:30][CH2:31][CH2:32][CH3:33])([CH2:34][CH2:35][CH2:36][CH3:37])[CH2:38][CH2:39][CH2:40][CH3:41].[Cl-:48].[Na+:49].[O:50]=[CH:51][N:52]([CH3:53])[CH3:54].[cH:55]1[cH:56][cH:57][c:58]([P:59]([Pd:60]([P:61]([c:62]2[cH:63][cH:64][cH:65][cH:66][cH:67]2)([c:68]2[cH:69][cH:70][cH:71][cH:72][cH:73]2)[c:74]2[cH:75][cH:76][cH:77][cH:78][cH:79]2)([P:80]([c:81]2[cH:82][cH:83][cH:84][cH:85][cH:86]2)([c:87]2[cH:88][cH:89][cH:90][cH:91][cH:92]2)[c:93]2[cH:94][cH:95][cH:96][cH:97][cH:98]2)[P:99]([c:100]2[cH:101][cH:102][cH:103][cH:104][cH:105]2)([c:106]2[cH:107][cH:108][cH:109][cH:110][cH:111]2)[c:112]2[cH:113][cH:114][cH:115][cH:116][cH:117]2)([c:118]2[cH:119][cH:120][cH:121][cH:122][cH:123]2)[c:124]2[cH:125][cH:126][cH:127][cH:128][cH:129]2)[cH:130][cH:131]1>>[CH3:1][N:2]([C:3]([CH2:4][c:5]1[c:6]([NH:12][c:13]2[c:14]([F:24])[c:15]([C:20]([F:21])([F:22])[F:23])[c:16]([CH:27]=[CH2:28])[cH:17][cH:18]2)[cH:7][cH:8][c:9]([CH3:11])[cH:10]1)=[O:25])[CH3:26]. Starting materials: ClC1=NC(=NC(=C1)NN)SC (4-chloro-6-hydrazino-2-methylthiopyrimidine), C(OCC)(OCC)OCC (triethyl orthoformate). The product is ClC1=CC=2N(C(=N1)SC)C=NN2 (7-Chloro-5-methylthio-1,2,4-triazolo[4,3-c]pyrimidine). Reaction SMILES: [Cl:1][C:2]1[CH:7]=[C:6]([NH:8][NH2:9])[N:5]=[C:4]([S:10][CH3:11])[N:3]=1.[CH:12](OCC)(OCC)OCC>>[Cl:1][C:2]1[N:3]=[C:4]([S:10][CH3:11])[N:5]2[CH:12]=[N:9][N:8]=[C:6]2[CH:7]=1. Reported procedure: A mixture of 7.0 g (0.037 mole) of 4-chloro-6-hydrazino-2-methylthiopyrimidine and 100 ml of triethyl orthoformate was heated at reflux for 48 hours. Cooling provided a precipitate which was isolated by filtration, and then recrystallized from an ethanol-heptane mixture, with treatment with decolorizing charcoal. The product was red crystals of 7-chloro-5-methylthio-1,2,4-triazolo[4,3-c]pyrimidine, m.p. 164°-165° C. Reactants: CS(=O)(=O)OCCC=1OC2=C(C1)C=C(C=C2)C2=CC=C(C=C2)C#N (2-[5-(4-cyanophenyl)-1-benzofuran-2-yl]ethyl methanesulfonate), CC1NCCCC1 (2-methylpiperidine). Yields the product CC1N(CCCC1)CCC=1OC2=C(C1)C=C(C=C2)C2=CC=C(C#N)C=C2 (4-{2-[2-(2-methyl-1-piperidinyl)ethyl]-1-benzofuran-5-yl}benzonitrile). Reaction SMILES: CS(O[CH2:6][CH2:7][C:8]1[O:9][C:10]2[CH:16]=[CH:15][C:14]([C:17]3[CH:22]=[CH:21][C:20]([C:23]#[N:24])=[CH:19][CH:18]=3)=[CH:13][C:11]=2[CH:12]=1)(=O)=O.[CH3:25][CH:26]1[CH2:31][CH2:30][CH2:29][CH2:28][NH:27]1>>[CH3:25][CH:26]1[CH2:31][CH2:30][CH2:29][CH2:28][N:27]1[CH2:6][CH2:7][C:8]1[O:9][C:10]2[CH:16]=[CH:15][C:14]([C:17]3[CH:22]=[CH:21][C:20]([C:23]#[N:24])=[CH:19][CH:18]=3)=[CH:13][C:11]=2[CH:12]=1. Procedure: The product from Example 1C and 2-methylpiperidine were processed as described in Example 1D to provide the titled compound. 1H NMR (300 MHz, CD3OD) δ 7.88 (m, 1H), 7.80 (m, 4H), 7.60 (m, 2H), 6.82 (s, 1H), 3.1-3.8 (m, 7H), 1.6-2.1 (m, 6H), 1.45 (d, 3H, J=6 Hz); MS (DCI) m/z 345 (M+H)+; Starting materials: O=C([O-])[O-], CN(C)C=O, O=Cc1c(O)cc(Cl)cc1Cl, CI, [K+], [K+], O. Product: COc1cc(Cl)cc(Cl)c1C=O. Reaction SMILES: [C:12](=[O:13])([O-:14])[O-:15].[CH3:20][N:21]([CH3:22])[CH:23]=[O:24].[Cl:1][c:2]1[c:3]([CH:4]=[O:5])[c:6]([OH:11])[cH:7][c:8]([Cl:10])[cH:9]1.[I:18][CH3:19].[K+:16].[K+:17].[OH2:25]>>[Cl:1][c:2]1[c:3]([CH:4]=[O:5])[c:6]([O:11][CH3:12])[cH:7][c:8]([Cl:10])[cH:9]1. Starting materials: C(C(=O)Cl)(=O)Cl (Oxalyl chloride), CC1(OC(C2=CC=CC=C2C1N1C=NC=C1C(=O)O)=O)C (3-(3,3-Dimethyl-1-oxo-isochroman-4-yl)-3H-imidazole-4-carboxylic acid), ONC(C)=N (N-hydroxyacetamidine). Run in C(Cl)(Cl)Cl (chloroform), ClCCl (dichloromethane). Conditions: temperature 0 celsius, time 3 hour. The product is CC1(OC(C2=CC=CC=C2C1N1C=NC=C1C1=NC(=NO1)C)=O)C (dimethyl-4-[5-(3-methyl-[1,2,4]oxadiazol-5-yl)-imidazol-1-yl]-isochroman-1-one). RXN SMILES: [CH3:1][C:2]1([CH3:21])[CH:11]([N:12]2[C:16]([C:17](O)=[O:18])=[CH:15][N:14]=[CH:13]2)[C:10]2[C:5](=[CH:6][CH:7]=[CH:8][CH:9]=2)[C:4](=[O:20])[O:3]1.C(Cl)(=O)C(Cl)=O.O[NH:29][C:30](=[NH:32])[CH3:31]>ClCCl.C(Cl)(Cl)Cl>[CH3:21][C:2]1([CH3:1])[CH:11]([N:12]2[C:16]([C:17]3[O:18][N:32]=[C:30]([CH3:31])[N:29]=3)=[CH:15][N:14]=[CH:13]2)[C:10]2[C:5](=[CH:6][CH:7]=[CH:8][CH:9]=2)[C:4](=[O:20])[O:3]1. Reported procedure: 3-(3,3-Dimethyl-1-oxo-isochroman-4-yl)-3H-imidazole-4-carboxylic acid (0.538 g, 1.88 mmol) (Example 23) is dissolved in dichloromethane (4 mL) and cooled to 0° C. Oxalyl chloride (0.41 mL, 4.702 mmol) is added and the cooling bath is removed. The mixture is stirred at room temperature for 3 h. The reaction mixture is concentrated in vacuo. The residue obtained is redissolved in chloroform and N-hydroxyacetamidine (0.181 g, 2.44 mmol) is added. The reaction mixture is stirred at reflux for 72 h. ... Reactants: NC=1C2=C(N=CN1)P=CN2COC(COC(C2=CC=CC=C2)=O)COC(C2=CC=CC=C2)=O (7-amino-1-[(1,3-dibenzoyloxy-2-propoxy)methyl]-1,3-azaphospholo[4,5-d]pyrimidine), NC=1C2=C(N=CN1)P=CN2COC(COC(C2=CC=CC=C2)=O)COC(C2=CC=CC=C2)=O (7-amino-1-[(1,3-dibenzoyloxy-2-propoxy)methyl]-1,3-azaphospholo[4,5-d]pyrimidine), N (ammonia). Run at time 20 hour. Product: NC=1C2=C(N=CN1)P=CN2COC(CO)CO (7-Amino-1-[(1,3-dihydroxy-2-propoxy)methyl]-1, 3-azaphospholo [4,5-d]pyrimidine). The yield is 78.1%. Reaction SMILES: [NH2:1][C:2]1[C:3]2[N:10]([CH2:11][O:12][CH:13]([CH2:24][O:25]C(=O)C3C=CC=CC=3)[CH2:14][O:15]C(=O)C3C=CC=CC=3)[CH:9]=[P:8][C:4]=2[N:5]=[CH:6][N:7]=1.N>>[NH2:1][C:2]1[C:3]2[N:10]([CH2:11][O:12][CH:13]([CH2:14][OH:15])[CH2:24][OH:25])[CH:9]=[P:8][C:4]=2[N:5]=[CH:6][N:7]=1. Procedure: A mixture of 7-amino-1-[(1,3-dibenzoyloxy-2-propoxy)methyl]-1,3-azaphospholo[4,5-d]pyrimidine (compound 21, R=CH2OCH(CH2OBz)2, 0.65 g, 1.4 mmol) and methanolic ammonia (125 mL, saturated at 0° C.) was stirred at room temperature for 20 h. The solvent was evaporated under reduced pressure. The solid thus obtained was triturated with cold methanol (5 mL) and the product was collected by filtration. To the filtrate silica gel was added and the solvent was evaporated. The dry powder was loaded on to... Reactants: CC(=O)CCc1ccccc1, CCO, [H][H], COc1ccc(C(O)CN)cc1C(N)=O. Yields the product COc1ccc(C(O)CNC(C)CCc2ccccc2)cc1C(N)=O. Reaction SMILES: [CH2:16]([c:17]1[cH:18][cH:19][cH:20][cH:21][cH:22]1)[CH2:23][C:24]([CH3:25])=[O:26].[CH3:29][CH2:30][OH:31].[H:27][H:28].[NH2:1][CH2:2][CH:3]([OH:4])[c:5]1[cH:6][cH:7][c:8]([O:14][CH3:15])[c:9]([C:10](=[O:11])[NH2:12])[cH:13]1>>[NH:1]([CH2:2][CH:3]([OH:4])[c:5]1[cH:6][cH:7][c:8]([O:14][CH3:15])[c:9]([C:10](=[O:11])[NH2:12])[cH:13]1)[CH:24]([CH2:23][CH2:16][c:17]1[cH:18][cH:19][cH:20][cH:21][cH:22]1)[CH3:25].